Dataset: the Open Reaction Database (ORD), a public repository of structured organic reaction records. Task: describe an organic reaction: reactants, conditions, products, and yield The reactants are FCC(CF)O (1,3-difluoro-2-propanol), S(=O)(=O)(C1=CC=C(C)C=C1)Cl (Tosyl chloride). Solvent: N1=CC=CC=C1 (pyridine). Run at time 8 hour. Product: S(=O)(=O)(C1=CC=C(C)C=C1)OC(CF)CF (O-Tosyl-1,3-difluoro-2-propanol). Yield: 90.8%. RXN SMILES: [F:1][CH2:2][CH:3]([OH:6])[CH2:4][F:5].[S:7](Cl)([C:10]1[CH:16]=[CH:15][C:13]([CH3:14])=[CH:12][CH:11]=1)(=[O:9])=[O:8]>N1C=CC=CC=1>[S:7]([O:6][CH:3]([CH2:4][F:5])[CH2:2][F:1])([C:10]1[CH:16]=[CH:15][C:13]([CH3:14])=[CH:12][CH:11]=1)(=[O:9])=[O:8]. Reported procedure: 1,3-difluoro-2-propanol (60.75 g, 633 mmol) was dissolved in pyridine (375 mL) at 0° C. Tosyl chloride (134 g, 700 mmol) was added in portions and stirred overnight at room temperature. Pyridine was removed under reduced pressure and the residue was diluted with ethyl acetate. The mixture was washed sequentially with dilute aqueous HCl, water, sat. aq. NaHCO3 and brine. The organic layer was dried over MgSO4, filtered and concentrated. The residue was cooled to −78° C. until crystals began to fo... The reactants are Cl.ClC1=CC=C(OC2CN(CC3=CC=CC=C23)C)C=C1 (4-(p-Chlorophenoxy)-2-methyl-1,2,3,4-tetrahydroisoquinoline hydrochloride), ClC(=O)OCC (ethyl chloroformate), C(=O)([O-])[O-].[K+].[K+] (K2CO3). Solvent: C1=CC=CC=C1 (benzene). Product: ClC1=C(OC2CN(CC3=CC=CC=C23)C(=O)OCC)C=CC=C1 (4-(-Chlorophenoxy)-2-ethoxycarbonyl-1,2,3,4-tetrahydroisoquinoline). RXN SMILES: [ClH:1].Cl[C:3]1[CH:20]=[CH:19][C:6]([O:7][CH:8]2[C:17]3[C:12](=[CH:13][CH:14]=[CH:15][CH:16]=3)[CH2:11][N:10](C)[CH2:9]2)=[CH:5][CH:4]=1.Cl[C:22]([O:24][CH2:25][CH3:26])=[O:23].C([O-])([O-])=O.[K+].[K+]>C1C=CC=CC=1>[Cl:1][C:19]1[CH:20]=[CH:3][CH:4]=[CH:5][C:6]=1[O:7][CH:8]1[C:17]2[C:12](=[CH:13][CH:14]=[CH:15][CH:16]=2)[CH2:11][N:10]([C:22]([O:24][CH2:25][CH3:26])=[O:23])[CH2:9]1 |f:0.1,3.4.5|. Reported procedure: A mixture of 4-(p-chlorophenoxy)-2-methyl-1,2,3,4-tetrahydroisoquinoline of Example 7, (22.1 g, 0.08 mole), ethyl chloroformate (10.9 g, 0.1 mole) and K2CO3 (22 g) in benzene (250 ml) is refluxed seven hours. Reactants: CC(C)(C)OCCC(=O)Nc1ccc2cc(C(=O)NCc3ccc(Cl)c(Oc4cc(Cl)cc(C#N)c4)c3F)[nH]c2c1, Cl, C1COCCO1. Product: N#Cc1cc(Cl)cc(Oc2c(Cl)ccc(CNC(=O)c3cc4ccc(NC(=O)CCO)cc4[nH]3)c2F)c1. RXN SMILES: [Cl:1][c:2]1[c:3]([O:32][c:33]2[cH:34][c:35]([Cl:41])[cH:36][c:37]([C:39]#[N:40])[cH:38]2)[c:4]([F:31])[c:5]([CH2:8][NH:9][C:10](=[O:11])[c:12]2[nH:13][c:14]3[cH:15][c:16]([NH:21][C:22]([CH2:23][CH2:24][O:25][C:26]([CH3:27])([CH3:28])[CH3:29])=[O:30])[cH:17][cH:18][c:19]3[cH:20]2)[cH:6][cH:7]1.[ClH:42].[O:43]1[CH2:44][CH2:45][O:46][CH2:47][CH2:48]1>>[Cl:1][c:2]1[c:3]([O:32][c:33]2[cH:34][c:35]([Cl:41])[cH:36][c:37]([C:39]#[N:40])[cH:38]2)[c:4]([F:31])[c:5]([CH2:8][NH:9][C:10](=[O:11])[c:12]2[nH:13][c:14]3[cH:15][c:16]([NH:21][C:22]([CH2:23][CH2:24][OH:25])=[O:30])[cH:17][cH:18][c:19]3[cH:20]2)[cH:6][cH:7]1. Starting materials: S(=O)(Cl)Cl (thionyl chloride), CC(C)(OC(=O)N1CC(C(CC1)=C)O)C (1-[(1,1-dimethylethoxy)carbonyl]-3-hydroxy-4-methylene-1,2,5,6-tetrahydropyridine), C(=O)(O)[O-].[Na+] (NaHCO3). Run in C1=CC=CC=C1 (benzene). Reaction conditions: temperature 60 celsius. The product is CC(C)(OC(=O)N1CC=C(CC1)CCl)C (1-[(1,1-dimethylethoxy)carbonyl]-4-chloromethyl-1,2,5,6-tetrahydropyridine). Isolated yield 76.4%. RXN SMILES: [CH3:1][C:2]([CH3:15])([O:4][C:5]([N:7]1[CH2:12][CH2:11][C:10](=[CH2:13])[CH:9](O)[CH2:8]1)=[O:6])[CH3:3].S(Cl)([Cl:18])=O.C([O-])(O)=O.[Na+]>C1C=CC=CC=1>[CH3:1][C:2]([CH3:15])([O:4][C:5]([N:7]1[CH2:12][CH2:11][C:10]([CH2:13][Cl:18])=[CH:9][CH2:8]1)=[O:6])[CH3:3] |f:2.3|. Procedure details: The intermediate obtained from Step A (400 mg, 1.88 mmole) was dissolved in 10 mL benzene and thionyl chloride (165 ml, 2.26 mmole) was added and heated to 60° C. for 25 minutes. The resulting mixture was poured into NaHCO3 (aq.) and extracted with ether. The ether layer was dried over magnesium sulfate and concentrated to give title compound (333 mg, 77%). Starting materials: CC(C)(C)OC(=O)NN, CCOC(=O)C(=NOC)C(C)=O, CCO. Product: CCOC(=O)C(=NOC)C(C)=NNC(=O)OC(C)(C)C. Reaction SMILES: [C:13]([CH3:14])([CH3:15])([CH3:16])[O:17][C:18](=[O:19])[NH:20][NH2:21].[CH3:1][O:2][N:3]=[C:4]([C:5](=[O:6])[O:7][CH2:8][CH3:9])[C:10](=[O:11])[CH3:12].[CH3:22][CH2:23][OH:24]>>[CH3:1][O:2][N:3]=[C:4]([C:5](=[O:6])[O:7][CH2:8][CH3:9])[C:10]([CH3:12])=[N:21][NH:20][C:18]([O:17][C:13]([CH3:14])([CH3:15])[CH3:16])=[O:19]. Reactants: N1CCOCC1 (morpholine), C(C)(C)[Si](OC1=CC=C(C=C1)C(CC)=O)(C(C)C)C(C)C (1-{4-[(triisopropylsilyl)oxy]phenyl}propan-1-one). The reagents and catalysts are [Ti](Cl)(Cl)(Cl)Cl (Titanium tetrachloride). Solvent: C1(=CC=CC=C1)C (toluene). Reaction conditions: temperature 130 celsius, time 12 hour. Product: C(C)(C)[Si](OC1=CC=C(C=C1)/C(=C\C)/N1CCOCC1)(C(C)C)C(C)C (4-((1E)-1-{4-[(triisopropylsilyl)oxy]phenyl}prop-1-en-1-yl)morpholine). RXN SMILES: [NH:1]1[CH2:6][CH2:5][O:4][CH2:3][CH2:2]1.[CH:7]([Si:10]([CH:25]([CH3:27])[CH3:26])([CH:22]([CH3:24])[CH3:23])[O:11][C:12]1[CH:17]=[CH:16][C:15]([C:18](=O)[CH2:19][CH3:20])=[CH:14][CH:13]=1)([CH3:9])[CH3:8]>[Ti](Cl)(Cl)(Cl)Cl.C1(C)C=CC=CC=1>[CH:25]([Si:10]([CH:7]([CH3:9])[CH3:8])([CH:22]([CH3:24])[CH3:23])[O:11][C:12]1[CH:13]=[CH:14][C:15](/[C:18](/[N:1]2[CH2:6][CH2:5][O:4][CH2:3][CH2:2]2)=[CH:19]\[CH3:20])=[CH:16][CH:17]=1)([CH3:27])[CH3:26]. Procedure details: Titanium tetrachloride (28 mL) and morpholine (mL) were added in that order to a toluene (1.5 L) solution of 1-{4-[(triisopropylsilyl)oxy]phenyl}propan-1-one (130 g, 0.424 mol) synthesized in Reference Example 1-2-(1), and stirred at 130° C. for 12 hours. After cooled with ice, the insoluble matter in the reaction liquid was removed by filtration through Celite, and the mother liquid was concentrated to obtain a crude product (193 g) of the intended compound. Reactants: CC(Cl)c1cccnc1, O=C(O)C1CC(=O)N(C2CCCCC2)C1. The reagents and catalysts are O=C([O-])[O-].[Cs+].[Cs+] (cesium carbonate), [I-].[K+] (potassium iodide). Solvent: CN(C)C=O (DMF), CN(C)C=O (dmf), CN(C)C=O (DMF). Run at temperature 70 celsius, time 16 hour. Yields the product CC(OC(=O)C1CC(=O)N(C2CCCCC2)C1)c1cccnc1.